Dataset: the Open Reaction Database (ORD), a public repository of structured organic reaction records. Task: describe an organic reaction: reactants, conditions, products, and yield Starting materials: C(C)O (ethanol), ClC1=NC(=NC(=C1)C(F)(F)F)N (4-chloro-6-(trifluoromethyl)pyrimidine-2-amine), NC1=CC(=C(OC2=C3C(=NC=C2)NC=C3C#N)C=C1)F (4-(4-amino-2-fluorophenoxy)-1H-pyrrolo[2,3-b]pyridine-3-carbonitrile), ClC1=NC(=NC(=C1)C(F)(F)F)N (4-chloro-6-(trifluoromethyl)pyrimidine-2-amine), Cl (hydrochloric acid). Run in O (water). Run at temperature 100 celsius, time 6 hour. Yields the product NC1=NC(=CC(=N1)NC1=CC(=C(OC2=C3C(=NC=C2)NC=C3C#N)C=C1)F)C(F)(F)F (4-(4-{[2-Amino-6-(trifluoromethyl)pyrimidin-4-yl]amino}-2-fluorophenoxy)-1H-pyrrolo[2,3-b]pyridin-3-carbonitrile). RXN SMILES: [NH2:1][C:2]1[CH:19]=[CH:18][C:5]([O:6][C:7]2[CH:12]=[CH:11][N:10]=[C:9]3[NH:13][CH:14]=[C:15]([C:16]#[N:17])[C:8]=23)=[C:4]([F:20])[CH:3]=1.Cl[C:22]1[CH:27]=[C:26]([C:28]([F:31])([F:30])[F:29])[N:25]=[C:24]([NH2:32])[N:23]=1.Cl.C(O)C>O>[NH2:32][C:24]1[N:23]=[C:22]([NH:1][C:2]2[CH:19]=[CH:18][C:5]([O:6][C:7]3[CH:12]=[CH:11][N:10]=[C:9]4[NH:13][CH:14]=[C:15]([C:16]#[N:17])[C:8]=34)=[C:4]([F:20])[CH:3]=2)[CH:27]=[C:26]([C:28]([F:31])([F:29])[F:30])[N:25]=1. Reported procedure: 19.0 mg (0.071 mmol) of 4-(4-amino-2-fluorophenoxy)-1H-pyrrolo[2,3-b]pyridine-3-carbonitrile and 19.6 mg (0.099 mmol) of 4-chloro-6-(trifluoromethyl)pyrimidine-2-amine are suspended in 5 ml of water. 0.1 ml (0.1 mmol) of 1N hydrochloric acid is added, and the mixture is heated at reflux overnight. 3 ml of ethanol and a further 19.6 mg (0.099 mmol) of 4-chloro-6-(trifluoromethyl)pyrimidine-2-amine are then added. The mixture is stirred at 100° C. for another 6 hours. The mixture is concentrated s... The reactants are CCc1cnc(N2CCNCC2)c(C)c1, Cc1cc(F)ncc1C(=O)O. RXN SMILES: [CH2:12]([CH3:13])[c:14]1[cH:15][c:16]([CH3:26])[c:17]([N:20]2[CH2:21][CH2:22][NH:23][CH2:24][CH2:25]2)[n:18][cH:19]1.[F:1][c:2]1[n:3][cH:4][c:5]([C:6](=[O:7])[OH:8])[c:9]([CH3:11])[cH:10]1>>[F:1][c:2]1[n:3][cH:4][c:5]([C:6](=[O:8])[N:23]2[CH2:22][CH2:21][N:20]([c:17]3[c:16]([CH3:26])[cH:15][c:14]([CH2:12][CH3:13])[cH:19][n:18]3)[CH2:25][CH2:24]2)[c:9]([CH3:11])[cH:10]1. The product is CCc1cnc(N2CCN(C(=O)c3cnc(F)cc3C)CC2)c(C)c1. Reactants: 6A, C1(=CC=CC=C1)C(N1C(C(C2=CC(=CC=C12)F)=O)=O)C1=CC=CC=C1 (1-(diphenylmethyl)-5-fluoro-1H-indole-2,3-dione), C1(=CC=CC=C1)C(N1C(C(C2=CC=CC=C12)=O)=O)C1=CC=CC=C1 (1-(diphenylmethyl)-1H-indole-2,3-dione), O1CCC2=C1C=C(C=C2)O (2,3-dihydrobenzofuran-6-ol), CC=1C=C(C=CC1C)O (3,4-dimethylphenol). Product: C1(=CC=CC=C1)C(N1C(C(C2=CC(=CC=C12)F)(C=1C(=CC2=C(CCO2)C1)O)O)=O)C1=CC=CC=C1 (1-(diphenylmethyl)-5-fluoro-3-hydroxy-3-(6-hydroxy-2,3-dihydro-1-benzofuran-5-yl)-1,3-dihydro-2H-indol-2-one). RXN SMILES: [O:1]1[C:5]2[CH:6]=[C:7]([OH:10])[CH:8]=[CH:9][C:4]=2[CH2:3][CH2:2]1.CC1C=C(O)C=CC=1C.[C:20]1([CH:26]([C:39]2[CH:44]=[CH:43][CH:42]=[CH:41][CH:40]=2)[N:27]2[C:35]3[C:30](=[CH:31][C:32]([F:36])=[CH:33][CH:34]=3)[C:29](=[O:37])[C:28]2=[O:38])[CH:25]=[CH:24][CH:23]=[CH:22][CH:21]=1.C1(C(C2C=CC=CC=2)N2C3C(=CC=CC=3)C(=O)C2=O)C=CC=CC=1>>[C:39]1([CH:26]([C:20]2[CH:25]=[CH:24][CH:23]=[CH:22][CH:21]=2)[N:27]2[C:35]3[C:30](=[CH:31][C:32]([F:36])=[CH:33][CH:34]=3)[C:29]([OH:37])([C:8]3[C:7]([OH:10])=[CH:6][C:5]4[O:1][CH2:2][CH2:3][C:4]=4[CH:9]=3)[C:28]2=[O:38])[CH:40]=[CH:41][CH:42]=[CH:43][CH:44]=1. Procedure details: Following the procedure as described in PREPARATION 6A, and making non-critical variations using 2,3-dihydrobenzofuran-6-ol to replace 3,4-dimethylphenol, and 1-(diphenylmethyl)-5-fluoro-1H-indole-2,3-dione to replace 1-(diphenylmethyl)-1H-indole-2,3-dione, 1-(diphenylmethyl)-5-fluoro-3-hydroxy-3-(6-hydroxy-2,3-dihydro-1-benzofuran-5-yl)-1,3-dihydro-2H-indol-2-one was obtained (99%): 1H NMR (300 MHz, CDCl3) δ 8.94 (s, 1H), 7.36-7.19 (m, 11H), 6.94 (s, 1H), 6.82-6.75 (m, 1H), 6.63 (s, 1H), 6.48-6... Starting materials: OC1CC2CC(OC3=C2C(=CC(=C3)OC(C)CCCC3=CC=CC=C3)O1)(C)C (2-hydroxy-5,5-dimethyl-8-(5-phenyl-2-pentyloxy)-3,3a,4,5-tetrahydro-2H-pyrano[4,3,2-de]benzopyran), C(C)O (ethanol), CON (methoxyamine). The solvent is N1=CC=CC=C1 (pyridine). Conditions: temperature 0 celsius, time 2.5 hour. The product is COC1CC2CC(OC3=C2C(=CC(=C3)OC(C)CCCC3=CC=CC=C3)O1)(C)C (2-Methoxy-5,5-dimethyl-8-(5-phenyl-2-pentyloxy)-3,3a,4,5-tetrahydro-2H-pyrano[4,3,2-de]benzopyran). Reaction SMILES: [OH:1][CH:2]1[O:26][C:10]2=[CH:11][C:12]([O:14][CH:15]([CH2:17][CH2:18][CH2:19][C:20]3[CH:25]=[CH:24][CH:23]=[CH:22][CH:21]=3)[CH3:16])=[CH:13][C:8]3=[C:9]2[CH:4]([CH2:5][C:6]([CH3:28])([CH3:27])[O:7]3)[CH2:3]1.[CH2:29](O)C.CON>N1C=CC=CC=1>[CH3:29][O:1][CH:2]1[O:26][C:10]2=[CH:11][C:12]([O:14][CH:15]([CH2:17][CH2:18][CH2:19][C:20]3[CH:21]=[CH:22][CH:23]=[CH:24][CH:25]=3)[CH3:16])=[CH:13][C:8]3=[C:9]2[CH:4]([CH2:5][C:6]([CH3:27])([CH3:28])[O:7]3)[CH2:3]1. Reported procedure: In a stirred flask, under nitrogen, was placed (0.045 mole) 2-hydroxy-5,5-dimethyl-8-(5-phenyl-2-pentyloxy)-3,3a,4,5-tetrahydro-2H-pyrano[4,3,2-de]benzopyran, 250 ml ethanol and 250 ml pyridine. The solution was cooled to 0° C. and 3.94 g (0.047 mole) methoxyamine was added. The resulting mixture was stirred at 0° C. for 2.5 hours, the solvent evaporated in vacuo, the residue taken up in 500 ml ethyl ether and washed twice with water. The aqueous phase was backwashed with ether and the combined ... Starting materials: C(C)OC(=O)COC1C(C(C2(CO2)CC1)C1(OC1CC=C(C)C)C)OC (6-ethoxycarbonylmethoxy-5-methoxy-4-[2-methyl-3-(3-methyl-2-butenyl)oxiranyl]-1-oxaspiro[2,5]-octane), [OH-].[Na+] (sodium hydroxide), Cl (hydrochloric acid). Solvent: C(C)O (ethanol). Reaction conditions: time 1 hour. The product is C(=O)(O)COC1C(C(C2(CO2)CC1)C1(OC1CC=C(C)C)C)OC (6-carboxymethoxy-5-methoxy-4-[2-methyl-3-(3-methyl-2-butenyl)oxiranyl]-1-oxaspiro-[2,5]octane). Yield: 91.7%. As a reaction SMILES: C([O:3][C:4]([CH2:6][O:7][CH:8]1[CH2:15][CH2:14][C:11]2([O:13][CH2:12]2)[CH:10]([C:16]2([CH3:24])[CH:18]([CH2:19][CH:20]=[C:21]([CH3:23])[CH3:22])[O:17]2)[CH:9]1[O:25][CH3:26])=[O:5])C.[OH-].[Na+].Cl>C(O)C>[C:4]([CH2:6][O:7][CH:8]1[CH2:15][CH2:14][C:11]2([O:13][CH2:12]2)[CH:10]([C:16]2([CH3:24])[CH:18]([CH2:19][CH:20]=[C:21]([CH3:23])[CH3:22])[O:17]2)[CH:9]1[O:25][CH3:26])([OH:5])=[O:3] |f:1.2|. Procedure: A mixture of 6-ethoxycarbonylmethoxy-5-methoxy-4-[2-methyl-3-(3-methyl-2-butenyl)oxiranyl]-1-oxaspiro[2,5]-octane (17 mg) and 1N aqueous sodium hydroxide solution (0.09 ml) in ethanol (0.2 ml) was stirred for one hour at ambient temperature. The solution was neutralized with 1N hydrochloric acid and the separated oil was extracted with diethyl ether. The solvent was dried and concentrated in vacuo to yield 6-carboxymethoxy-5-methoxy-4-[2-methyl-3-(3-methyl-2-butenyl)oxiranyl]-1-oxaspiro-[2,5]oct... Starting materials: C(C)NCC (diethylamine), [Zn] (zinc), C(=S)=S (carbon disulfide), solution, [OH-].[NH4+] (ammonium hydroxide), C(=O)=O (carbon dioxide). Run in O (water). Conditions: temperature 40 celsius, time 5 minute. Product: C(C)N(C([S-])=S)CC.[Zn+2].C(C)N(C([S-])=S)CC (zinc diethyldithiocarbamate). As a reaction SMILES: [Zn:1].[CH2:2]([NH:4][CH2:5][CH3:6])[CH3:3].[OH-].[NH4+].C(=O)=O.[C:12](=[S:14])=[S:13]>O>[CH2:2]([N:4]([CH2:5][CH3:6])[C:12](=[S:13])[S-:14])[CH3:3].[Zn+2:1].[CH2:2]([N:4]([CH2:5][CH3:6])[C:12](=[S:13])[S-:14])[CH3:3] |f:2.3,7.8.9|. Procedure details: The sequence of addition of the zinc compound and carbon disulfide is changed to conform to the method of Example 1 of U.S. Pat. No. 6,534,675, and zinc diethyldithiocarbamate (ZDEC-C) is prepared. Add 73 grams of diethylamine to 150 grams of water with temperature controlled at 25° C., then add 900 grams of solution with 3.4% ammonium hydroxide and 1% carbon dioxide which prevents the premature precipitation of the zinc content. Further add 346 grams of zinc ammonia complex solution A as in Exa... The reactants are N#Cc1cc(Cl)cc(Oc2c(Br)ccc(Cc3n[nH]c4nnccc34)c2F)c1, C1CCOC1, CC#N, CCOCC, CCCCCC, COC(=O)Cl. Yields the product COC(=O)n1nc(Cc2ccc(Br)c(Oc3cc(Cl)cc(C#N)c3)c2F)c2ccnnc21. RXN SMILES: [Br:1][c:2]1[cH:3][cH:4][c:5]([CH2:19][c:20]2[n:21][nH:22][c:23]3[n:24][n:25][cH:26][cH:27][c:28]23)[c:6]([F:18])[c:7]1[O:8][c:9]1[cH:10][c:11]([C:12]#[N:13])[cH:14][c:15]([Cl:17])[cH:16]1.[CH2:48]1[O:49][CH2:50][CH2:51][CH2:52]1.[CH3:34][C:35]#[N:36].[CH3:37][CH2:38][O:39][CH2:40][CH3:41].[CH3:42][CH2:43][CH2:44][CH2:45][CH2:46][CH3:47].[Cl:29][C:30](=[O:31])[O:32][CH3:33]>>[Br:1][c:2]1[cH:3][cH:4][c:5]([CH2:19][c:20]2[n:21][n:22]([C:30](=[O:31])[O:32][CH3:33])[c:23]3[n:24][n:25][cH:26][cH:27][c:28]23)[c:6]([F:18])[c:7]1[O:8][c:9]1[cH:10][c:11]([C:12]#[N:13])[cH:14][c:15]([Cl:17])[cH:16]1. The reactants are C(C)(=O)N1CCNCC1 (N-acetylpiperazine), CC1=NC(=CC=C1)C=C (2-methyl-6-vinyl-pyridine), C(C)(=O)O (acetic acid). Run in CO (methanol). Run at temperature 80 celsius, time 24 hour. The product is C(C)(=O)N1CCN(CC1)CCC1=NC(=CC=C1)C (1-acetyl-4-[2-(6-methyl-2-pyridyl)ethyl]piperazine). Yield: 72.8%. Reaction SMILES: [C:1]([N:4]1[CH2:9][CH2:8][NH:7][CH2:6][CH2:5]1)(=[O:3])[CH3:2].[CH3:10][C:11]1[CH:16]=[CH:15][CH:14]=[C:13]([CH:17]=[CH2:18])[N:12]=1.C(O)(=O)C>CO>[C:1]([N:4]1[CH2:9][CH2:8][N:7]([CH2:18][CH2:17][C:13]2[CH:14]=[CH:15][CH:16]=[C:11]([CH3:10])[N:12]=2)[CH2:6][CH2:5]1)(=[O:3])[CH3:2]. Reported procedure: To a stirring solution of N-acetylpiperazine (2.50 g, 20 mmol) in methanol (40 mL) at 0° C. under nitrogen was added 2-methyl-6-vinyl-pyridine (2.39 g, 20 mmol) and acetic acid (1.28 mL). The mixture was stirred for 24 hours at 80° C. and was then concentrated. The residue was partitioned between 10% aqueous K2CO3 /CH2Cl2. The organic phase was dried and concentrated to afford 3.60 g (73%) of 1-acetyl-4-[2-(6-methyl-2-pyridyl)ethyl]piperazine as a brown solid which was used directly in the next ... Reactants: FC(C(=O)O)(F)F (trifluoracetic acid), C(C(=O)C1=CC=CC=C1)CNC1=C(N(C2=CC(=CC=C12)Cl)C(=O)OC(C)(C)C)C(=O)OC (3-[(phenacyl)methylamino]-2-carbmethoxy-6-chloro-1-(tert-butyloxycarbonyl)-indole), C(C)(=O)OCC (ethyl acetate). Run in C(Cl)Cl (methylene chloride). The product is C(C(=O)C1=CC=CC=C1)CNC1=C(NC2=CC(=CC=C12)Cl)C(=O)OC (3-[(phenacyl)methylamino]-2-carbmethoxy-6-chloroindole). RXN SMILES: [CH2:1]([CH2:10][NH:11][C:12]1[C:20]2[C:15](=[CH:16][C:17]([Cl:21])=[CH:18][CH:19]=2)[N:14](C(OC(C)(C)C)=O)[C:13]=1[C:29]([O:31][CH3:32])=[O:30])[C:2]([C:4]1[CH:9]=[CH:8][CH:7]=[CH:6][CH:5]=1)=[O:3].FC(F)(F)C(O)=O.C(OCC)(=O)C>C(Cl)Cl>[CH2:1]([CH2:10][NH:11][C:12]1[C:20]2[C:15](=[CH:16][C:17]([Cl:21])=[CH:18][CH:19]=2)[NH:14][C:13]=1[C:29]([O:31][CH3:32])=[O:30])[C:2]([C:4]1[CH:9]=[CH:8][CH:7]=[CH:6][CH:5]=1)=[O:3]. Procedure: Dissolve 3-[(phenacyl)methylamino]-2-carbmethoxy-6-chloro-1-(tert-butyloxycarbonyl)-indole from above in methylene chloride (3 mL). Add trifluoracetic acid (1 mL) and stir for 2 hours. Dilute into ethyl acetate and rinse with saturated sodium bicarbonate. Dry the organic phase over magnesium sulfate, filter and concentrate in vacuo to yield the title compound. The reactants are CO, C=Cc1ccc2nccnc2n1, O=[O+][O-], O. The product is O=Cc1ccc2nccnc2n1. Reaction SMILES: [CH3:17][OH:18].[CH:1](=[CH2:2])[c:3]1[cH:4][cH:5][c:6]2[c:7]([n:8][cH:9][cH:10][n:11]2)[n:12]1.[O:13]=[O+:14][O-:15].[O:16]>>[CH:1]([c:3]1[cH:4][cH:5][c:6]2[c:7]([n:8][cH:9][cH:10][n:11]2)[n:12]1)=[O:13].